This data is from the Open Reaction Database (ORD), a public repository of structured organic reaction records. The task is: describe an organic reaction: reactants, conditions, products, and yield The reactants are CI, CSc1nc(C)c(CCO)c(=O)[nH]1, [H-], [Na+], CN(C)C=O. Yields the product CSc1nc(C)c(CCO)c(=O)n1C. RXN SMILES: [CH3:16][I:17].[CH3:1][S:2][c:3]1[n:4][c:5]([CH3:13])[c:6]([CH2:10][CH2:11][OH:12])[c:7](=[O:9])[nH:8]1.[H-:14].[Na+:15].[O:18]=[CH:19][N:20]([CH3:21])[CH3:22]>>[CH3:1][S:2][c:3]1[n:4][c:5]([CH3:13])[c:6]([CH2:10][CH2:11][OH:12])[c:7](=[O:9])[n:8]1[CH3:16].